Dataset: the Open Reaction Database (ORD), a public repository of structured organic reaction records. Task: describe an organic reaction: reactants, conditions, products, and yield The reactants are FC(F)(F)c1ccn2c(Br)cnc2n1, CCCC[Sn](Cl)(CCCC)CCCC, CC(C)[Mg+], [Cl-], C1CCOC1. Yields the product CCCC[Sn](CCCC)(CCCC)c1cnc2nc(C(F)(F)F)ccn12. As a reaction SMILES: [Br:1][c:2]1[cH:3][n:4][c:5]2[n:6]1[cH:7][cH:8][c:9]([C:11]([F:12])([F:13])[F:14])[n:10]2.[CH2:20]([CH2:21][CH2:22][CH3:23])[Sn:24]([CH2:25][CH2:26][CH2:27][CH3:28])([CH2:29][CH2:30][CH2:31][CH3:32])[Cl:33].[CH:16]([Mg+:17])([CH3:18])[CH3:19].[Cl-:15].[O:34]1[CH2:35][CH2:36][CH2:37][CH2:38]1>>[c:2]1([Sn:24]([CH2:20][CH2:21][CH2:22][CH3:23])([CH2:25][CH2:26][CH2:27][CH3:28])[CH2:29][CH2:30][CH2:31][CH3:32])[cH:3][n:4][c:5]2[n:6]1[cH:7][cH:8][c:9]([C:11]([F:12])([F:13])[F:14])[n:10]2. The product is COC1CCN(CC1)C(=O)C=1SC(=CC1)C1=NOC(=C1C)C(F)(F)F ((4-Methoxy-piperidin-1-yl)-[5-(4-methyl-5-trifluoromethyl-isoxazol-3-yl)-thiophen-2-yl]-methanone). The yield is 81.0%. Reactants: CC=1C(=NOC1C(F)(F)F)C1=CC=C(S1)C(=O)O (5-(4-Methyl-5-trifluoromethyl-isoxazol-3-yl)-thiophene-2-carboxylic acid), COC1CCNCC1 (4-methoxypiperidine). Reported procedure: Prepared from 5-(4-Methyl-5-trifluoromethyl-isoxazol-3-yl)-thiophene-2-carboxylic acid and 4-methoxypiperidine by the method described in Example 2 Method B. The reaction mixture was evaporated to a solid, triturated and filtered with the aid of water, then washed with a 1 N aqueous hydrochloric acid solution followed by water. The solid was air dried to afford product as a colorless solid (151 mg, 81%). 1H NMR (CDCl3) 1.64-1.72 (m, 2H), 1.86-1.93 (m, 2H), 2.33 (d, J=1.3, 3H), 3.36 (s, 3H), 3.47... Reaction SMILES: [CH3:1][C:2]1[C:3]([C:11]2[S:15][C:14]([C:16]([OH:18])=O)=[CH:13][CH:12]=2)=[N:4][O:5][C:6]=1[C:7]([F:10])([F:9])[F:8].[CH3:19][O:20][CH:21]1[CH2:26][CH2:25][NH:24][CH2:23][CH2:22]1>>[CH3:19][O:20][CH:21]1[CH2:26][CH2:25][N:24]([C:16]([C:14]2[S:15][C:11]([C:3]3[C:2]([CH3:1])=[C:6]([C:7]([F:8])([F:9])[F:10])[O:5][N:4]=3)=[CH:12][CH:13]=2)=[O:18])[CH2:23][CH2:22]1. Starting materials: CCCCCN1C(=O)C(=O)c2ccc(OC)cc21, CC(C)(C)CC(=O)NN. The product is CCCCCN1C(=O)C(=NNC(=O)CC(C)(C)C)c2ccc(OC)cc21. RXN SMILES: [CH2:1]([CH2:2][CH2:3][CH2:4][CH3:5])[N:6]1[C:7](=[O:8])[C:9](=[O:10])[c:11]2[cH:12][cH:13][c:14]([O:17][CH3:18])[cH:15][c:16]21.[CH3:19][C:20]([CH2:21][C:22](=[O:23])[NH:24][NH2:25])([CH3:26])[CH3:27]>>[CH2:1]([CH2:2][CH2:3][CH2:4][CH3:5])[N:6]1[C:7](=[O:8])[C:9](=[N:25][NH:24][C:22]([CH2:21][C:20]([CH3:19])([CH3:26])[CH3:27])=[O:23])[c:11]2[cH:12][cH:13][c:14]([O:17][CH3:18])[cH:15][c:16]21. Starting materials: [Br-], CCOC(C)=O, Fc1ccc([Mg+])cc1, Nc1cccc(Cl)c1C=O. The product is Nc1cccc(Cl)c1C(O)c1ccc(F)cc1. As a reaction SMILES: [Br-:11].[CH3:20][CH2:21][O:22][C:23](=[O:24])[CH3:25].[F:12][c:13]1[cH:14][cH:15][c:16]([Mg+:19])[cH:17][cH:18]1.[NH2:1][c:2]1[c:3]([CH:4]=[O:5])[c:6]([Cl:10])[cH:7][cH:8][cH:9]1>>[NH2:1][c:2]1[c:3]([CH:4]([OH:5])[c:16]2[cH:15][cH:14][c:13]([F:12])[cH:18][cH:17]2)[c:6]([Cl:10])[cH:7][cH:8][cH:9]1. Starting materials: C(CCCCCCCC=CCCCCCCCC)N1C(=O)N(C=2N=CN(C2C1=O)C)C (1-(9-octadecenyl)-3,7-dimethylxanthine), C[N+]1(CCOCC1)[O-] (4-methylmorpholine-N-oxide), potassium osmate dihydrate, O (water), S(=O)([O-])[O-].[Na+].[Na+] (sodium sulphite). The solvent is CC(=O)C (acetone). Run at time 30 minute. Yields the product OC(CCCCCCCCN1C(=O)N(C=2N=CN(C2C1=O)C)C)C(CCCCCCCC)O (1-(9,10-dihydroxyoctadecyl)-3,7-dimethylxanthine). The yield is 40.4%. As a reaction SMILES: [CH2:1]([N:19]1[C:28](=[O:29])[C:27]2[N:26]([CH3:30])[CH:25]=[N:24][C:23]=2[N:22]([CH3:31])[C:20]1=[O:21])[CH2:2][CH2:3][CH2:4][CH2:5][CH2:6][CH2:7][CH2:8][CH:9]=[CH:10][CH2:11][CH2:12][CH2:13][CH2:14][CH2:15][CH2:16][CH2:17][CH3:18].C[N+]1([O-])CC[O:36]CC1.S([O-])([O-])=O.[Na+].[Na+].[OH2:46]>CC(C)=O>[OH:46][CH:9]([CH:10]([OH:36])[CH2:11][CH2:12][CH2:13][CH2:14][CH2:15][CH2:16][CH2:17][CH3:18])[CH2:8][CH2:7][CH2:6][CH2:5][CH2:4][CH2:3][CH2:2][CH2:1][N:19]1[C:28](=[O:29])[C:27]2[N:26]([CH3:30])[CH:25]=[N:24][C:23]=2[N:22]([CH3:31])[C:20]1=[O:21] |f:2.3.4|. Procedure: A solution of 1-(9-octadecenyl)-3,7-dimethylxanthine (0.15 g, 0.35 mmol), 4-methylmorpholine-N-oxide (49 mg, 0.42 mmol, 1.2 equivalents.) and potassium osmate dihydrate (1 mg) in acetone (4 ml) and water (1 ml) was stirred for 6 hours. A solution of 20% aqueous sodium sulphite (2 ml) was added and stirred for 30 minutes. The reaction mixture was extracted with four 10 ml aliquots of 25% ethanol/dichloromethane. The combined organic extracts were dried over anhydrous magnesium sulfate, the solven... Reactants: CN(C)C=Nc1c(N(C)S(=O)(=O)C(F)(F)F)c(C#N)nn1-c1c(Cl)cc(C(F)(F)F)cc1Cl, CO, Cl. Yields the product CN(c1c(C#N)nn(-c2c(Cl)cc(C(F)(F)F)cc2Cl)c1N)S(=O)(=O)C(F)(F)F. As a reaction SMILES: [C:1](#[N:2])[c:3]1[n:4][n:5](-[c:22]2[c:23]([Cl:33])[cH:24][c:25]([C:29]([F:30])([F:31])[F:32])[cH:26][c:27]2[Cl:28])[c:6]([N:17]=[CH:18][N:19]([CH3:20])[CH3:21])[c:7]1[N:8]([S:9](=[O:10])(=[O:11])[C:12]([F:13])([F:14])[F:15])[CH3:16].[CH3:35][OH:36].[ClH:34]>>[C:1](#[N:2])[c:3]1[n:4][n:5](-[c:22]2[c:23]([Cl:33])[cH:24][c:25]([C:29]([F:30])([F:31])[F:32])[cH:26][c:27]2[Cl:28])[c:6]([NH2:17])[c:7]1[N:8]([S:9](=[O:10])(=[O:11])[C:12]([F:13])([F:14])[F:15])[CH3:16].